From a dataset of the Open Reaction Database (ORD), a public repository of structured organic reaction records. describe an organic reaction: reactants, conditions, products, and yield Starting materials: C(=C)C1=NC=CC=C1 (vinyl pyridine), [Cl-].[NH4+] (ammonium chloride), [OH-].[Na+] (NaOH). Solvent: CO.O (MeOH H2O). Product: N1=CC=C(C=C1)NCC (4-Pyridyl-2-ethylamine). Reaction SMILES: [CH:1]([C:3]1[CH:8]=[CH:7][CH:6]=[CH:5][N:4]=1)=[CH2:2].[Cl-].[NH4+:10].[OH-].[Na+]>CO.O>[N:10]1[CH:7]=[CH:8][C:3]([NH:4][CH2:5][CH3:6])=[CH:1][CH:2]=1 |f:1.2,3.4,5.6|. Procedure details: A slurry of vinyl pyridine (161.4 mL, 1.5 mol) and ammonium chloride (240.7 g, 4.5 mol) in 1:1 MeOH/H2O (1.2 L) was heated to reflux for 18 h. The resulting homogenous solution was basified to pH13 with 3N NaOH and extracted repeatedly with CH2Cl2. The organic extracts were combined and concentrated to give a green oil, which was fractionally distilled to give 2-1 as an amber liquid. Starting materials: O=C1NC(Cc2ccccc2)CO1, C1CCOC1, [Li]CCCC, CC(C)C=CCCCCC(=O)Cl. Product: CC(C)C=CCCCCC(=O)N1C(=O)OCC1Cc1ccccc1. As a reaction SMILES: [CH2:1]([c:2]1[cH:3][cH:4][cH:5][cH:6][cH:7]1)[CH:8]1[NH:9][C:10](=[O:13])[O:11][CH2:12]1.[CH2:31]1[O:32][CH2:33][CH2:34][CH2:35]1.[CH3:14][CH2:15][CH2:16][CH2:17][Li:18].[CH3:19][CH:20]([CH:21]=[CH:22][CH2:23][CH2:24][CH2:25][CH2:26][C:27](=[O:28])[Cl:29])[CH3:30]>>[CH2:1]([c:2]1[cH:3][cH:4][cH:5][cH:6][cH:7]1)[CH:8]1[N:9]([C:27]([CH2:26][CH2:25][CH2:24][CH2:23][CH:22]=[CH:21][CH:20]([CH3:19])[CH3:30])=[O:28])[C:10](=[O:13])[O:11][CH2:12]1. The reactants are CCCC[N+](CCCC)(CCCC)CCCC, C[Si](C)(C)C(F)(F)F, COC(=O)c1cccc(Br)c1, Cc1ccccc1, CCOC(C)=O, Cl, [F-]. Yields the product O=C(c1cccc(Br)c1)C(F)(F)F. As a reaction SMILES: [CH2:21]([N+:22]([CH2:23][CH2:24][CH2:25][CH3:26])([CH2:27][CH2:28][CH2:29][CH3:30])[CH2:31][CH2:32][CH2:33][CH3:34])[CH2:35][CH2:36][CH3:37].[CH3:12][Si:13]([C:14]([F:15])([F:16])[F:17])([CH3:18])[CH3:19].[CH3:1][O:2][C:3]([c:4]1[cH:5][c:6]([Br:10])[cH:7][cH:8][cH:9]1)=[O:11].[CH3:39][c:40]1[cH:41][cH:42][cH:43][cH:44][cH:45]1.[CH3:46][CH2:47][O:48][C:49]([CH3:50])=[O:51].[ClH:38].[F-:20]>>[C:3]([c:4]1[cH:5][c:6]([Br:10])[cH:7][cH:8][cH:9]1)(=[O:11])[C:14]([F:15])([F:16])[F:17]. Starting materials: CC(C)(C)O, O=C([O-])O, COC(C)(C)C, COC(C)(C)C, CCOC(C)OC1(C)CCC(O)CC(=O)OC(C(C)=CC=CC(C)(O)CC2OC2C(C)C(O)CC)C(C)C=CC1OC(=O)N1CCN(C2CCCCCC2)CC1, [Na+], C1CCOC1, C1CCOC1, Cc1ccc(S(=O)(=O)[O-])cc1, c1cc[nH+]cc1. Yields the product CCC(O)C(C)C1OC1CC(C)(O)C=CC=C(C)C1OC(=O)CC(O)CCC(C)(O)C(OC(=O)N2CCN(C3CCCCCC3)CC2)C=CC1C. Reaction SMILES: [C:101]([OH:102])([CH3:103])([CH3:104])[CH3:105].[C:79](=[O:80])([OH:81])[O-:82].[CH3:84][O:85][C:86]([CH3:87])([CH3:88])[CH3:89].[CH3:95][O:96][C:97]([CH3:98])([CH3:99])[CH3:100].[CH:6]1([N:13]2[CH2:14][CH2:15][N:16]([C:19](=[O:20])[O:21][CH:22]3[C:23]([CH3:55])([O:56][CH:57]([O:58][CH2:59][CH3:60])[CH3:61])[CH2:24][CH2:25][CH:26]([OH:54])[CH2:27][C:28](=[O:29])[O:30][CH:31]([C:36](=[CH:37][CH:38]=[CH:39][C:40]([CH2:41][CH:42]4[CH:43]([CH:44]([CH:45]([CH2:46][CH3:47])[OH:48])[CH3:49])[O:50]4)([CH3:51])[OH:52])[CH3:53])[CH:32]([CH3:35])[CH:33]=[CH:34]3)[CH2:17][CH2:18]2)[CH2:7][CH2:8][CH2:9][CH2:10][CH2:11][CH2:12]1.[Na+:83].[O:1]1[CH2:2][CH2:3][CH2:4][CH2:5]1.[O:90]1[CH2:91][CH2:92][CH2:93][CH2:94]1.[c:62]1([CH3:63])[cH:64][cH:65][c:66]([S:67]([O-:68])(=[O:69])=[O:70])[cH:71][cH:72]1.[nH+:73]1[cH:74][cH:75][cH:76][cH:77][cH:78]1>>[CH:6]1([N:13]2[CH2:14][CH2:15][N:16]([C:19](=[O:20])[O:21][CH:22]3[C:23]([CH3:55])([OH:56])[CH2:24][CH2:25][CH:26]([OH:54])[CH2:27][C:28](=[O:29])[O:30][CH:31]([C:36](=[CH:37][CH:38]=[CH:39][C:40]([CH2:41][CH:42]4[CH:43]([CH:44]([CH:45]([CH2:46][CH3:47])[OH:48])[CH3:49])[O:50]4)([CH3:51])[OH:52])[CH3:53])[CH:32]([CH3:35])[CH:33]=[CH:34]3)[CH2:17][CH2:18]2)[CH2:7][CH2:8][CH2:9][CH2:10][CH2:11][CH2:12]1. Starting materials: FC1=C(C=C(C(=C1)C#C[Si](C)(C)C)[N+](=O)[O-])N1C(N(C(=C(C1=O)C)C(F)(F)F)C)=O (3-{2-fluoro-5-nitro-4-[2-(trimethylsilyl)-1-ethynyl]phenyl}-1,5-dimethyl-6-trifluoromethyl-2,4(1H,3H)-pyrimidinedione), C(C)(=O)O (acetic acid), O (water). The reagents and catalysts are [Fe] (iron). Solvent: C(C)O (ethanol). Run at temperature 80 celsius, time 3 hour. Yields the product NC=1C(=CC(=C(C1)N1C(N(C(=C(C1=O)C)C(F)(F)F)C)=O)F)C#C[Si](C)(C)C (3-{5-amino-2-fluoro-4-[2-(trimethylsilyl)-1-ethynyl]-phenyl}-1,5-dimethyl-6-trifluoromethyl-2,4(1H,3H)-pyrimidinedione). The yield is 69.1%. RXN SMILES: [F:1][C:2]1[CH:7]=[C:6]([C:8]#[C:9][Si:10]([CH3:13])([CH3:12])[CH3:11])[C:5]([N+:14]([O-])=O)=[CH:4][C:3]=1[N:17]1[C:22](=[O:23])[C:21]([CH3:24])=[C:20]([C:25]([F:28])([F:27])[F:26])[N:19]([CH3:29])[C:18]1=[O:30].C(O)(=O)C.O>[Fe].C(O)C>[NH2:14][C:5]1[C:6]([C:8]#[C:9][Si:10]([CH3:13])([CH3:11])[CH3:12])=[CH:7][C:2]([F:1])=[C:3]([N:17]2[C:22](=[O:23])[C:21]([CH3:24])=[C:20]([C:25]([F:28])([F:27])[F:26])[N:19]([CH3:29])[C:18]2=[O:30])[CH:4]=1. Reported procedure: A mixture consisting of 3-{2-fluoro-5-nitro-4-[2-(trimethylsilyl)-1-ethynyl]phenyl}-1,5-dimethyl-6-trifluoromethyl-2,4(1H,3H)-pyrimidinedione (11.95 g), iron powder (15.68 g), acetic acid (14 ml), water (14 ml) and ethanol (280 ml) was heated to 80° C. and stirred for 3 hours. Then, the solvent was distilled off under reduced pressure. An aqueous sodium hydroxide solution was added thereto to make it alkaline. Then, methylene chloride was added thereto for extraction. After washing with water, i... Product: NC1=CC(=C(C(=O)NCC2CCN(CC2)CCCCCC(=O)C2=CC=C(C=C2)Cl)C=C1Cl)OC (4-amino-5-chloro-N-((1-(6-(4-chlorophenyl)-6-oxohexyl)piperidin-4-yl)methyl)-2-methoxybenzamide). Starting materials: Cl.Cl.NC1=CC(=C(C(=O)NCC2CCNCC2)C=C1Cl)OC (4-Amino-5-chloro-2-methoxy-N-(piperidin-4-ylmethyl)benzamide dihydrochloride), C([O-])([O-])=O.[K+].[K+] (potassium carbonate), BrCCCCCC(=O)C1=CC=C(C=C1)Cl (6-bromo-1-(4-chlorophenyl)-1-hexanone). The yield is 48.8%. As a reaction SMILES: Cl.Cl.[NH2:3][C:4]1[C:19]([Cl:20])=[CH:18][C:7]([C:8]([NH:10][CH2:11][CH:12]2[CH2:17][CH2:16][NH:15][CH2:14][CH2:13]2)=[O:9])=[C:6]([O:21][CH3:22])[CH:5]=1.C(=O)([O-])[O-].[K+].[K+].Br[CH2:30][CH2:31][CH2:32][CH2:33][CH2:34][C:35]([C:37]1[CH:42]=[CH:41][C:40]([Cl:43])=[CH:39][CH:38]=1)=[O:36]>>[NH2:3][C:4]1[C:19]([Cl:20])=[CH:18][C:7]([C:8]([NH:10][CH2:11][CH:12]2[CH2:13][CH2:14][N:15]([CH2:30][CH2:31][CH2:32][CH2:33][CH2:34][C:35]([C:37]3[CH:38]=[CH:39][C:40]([Cl:43])=[CH:41][CH:42]=3)=[O:36])[CH2:16][CH2:17]2)=[O:9])=[C:6]([O:21][CH3:22])[CH:5]=1 |f:0.1.2,3.4.5|. Reported procedure: 4-Amino-5-chloro-2-methoxy-N-(piperidin-4-ylmethyl)benzamide dihydrochloride (1.5 g) as starting compound, potassium carbonate (2.5 g) and 6-bromo-1-(4-chlorophenyl)-1-hexanone (1.3 g) were reacted and treated in the same manner as in Example 172 to give 1.0 g of 4-amino-5-chloro-N-((1-(6-(4-chlorophenyl)-6-oxohexyl)piperidin-4-yl)methyl)-2-methoxybenzamide. The reactants are [Li]CCCC, Cc1cc(F)cc(F)c1, CN(C)C=O, O=S(=O)(O)O. The product is Cc1cc(F)c(C=O)c(F)c1. As a reaction SMILES: [CH3:10][CH2:11][CH2:12][CH2:13][Li:14].[F:1][c:2]1[cH:3][c:4]([F:9])[cH:5][c:6]([CH3:8])[cH:7]1.[O:15]=[CH:16][N:17]([CH3:18])[CH3:19].[S:20](=[O:21])(=[O:22])([OH:23])[OH:24]>>[F:1][c:2]1[c:3]([CH:16]=[O:15])[c:4]([F:9])[cH:5][c:6]([CH3:8])[cH:7]1.